describe an organic reaction: reactants, conditions, products, and yield From a dataset of the Open Reaction Database (ORD), a public repository of structured organic reaction records. Starting materials: CC1=CC(=C(S1)NC1=C(C=CC=C1)[N+](=O)[O-])C#N (5-methyl-2-((2-nitrophenyl)amino)thiophene-3-carbonitrile), CC1=CC(=C(S1)NC1=C(C=CC=C1)[N+](=O)[O-])C#N (5-methyl-2-((2-nitrophenyl)amino)thiophene-3-carbonitrile). Reagents/catalysts: [Pd] (palladium on carbon). Solvent: C(C)(=O)OCC (ethyl acetate). Reaction conditions: time 8 hour. Product: NC1=C(C=CC=C1)NC=1SC(=CC1C#N)C (2-((2-aminophenyl)amino)-5-methylthiophene-3-carbonitrile). RXN SMILES: [CH3:1][C:2]1[S:6][C:5]([NH:7][C:8]2[CH:13]=[CH:12][CH:11]=[CH:10][C:9]=2[N+:14]([O-])=O)=[C:4]([C:17]#[N:18])[CH:3]=1>C(OCC)(=O)C.[Pd]>[NH2:14][C:9]1[CH:10]=[CH:11][CH:12]=[CH:13][C:8]=1[NH:7][C:5]1[S:6][C:2]([CH3:1])=[CH:3][C:4]=1[C:17]#[N:18]. Procedure details: To a solution of 5-methyl-2-((2-nitrophenyl)amino)thiophene-3-carbonitrile, prepared as described in the previous step, (43.3 g, 0.157 mol) in ethyl acetate (500 mL) was added 10% palladium on carbon (8 g). The black mixture was stirred at room temperature overnight under an atmosphere of hydrogen gas. When LCMS showed that most of 5-methyl-2-((2-nitrophenyl)amino)thiophene-3-carbonitrile was consumed completely, the mixture was filtered and the filtrate was concentrated to provide 2-((2-aminoph... The reactants are CC(=O)O, CO, CCOCC, O=Cc1cc(F)ccc1F, C[N+](=O)[O-], [Na+], [OH-]. Yields the product O=[N+]([O-])CC(O)c1cc(F)ccc1F. Reaction SMILES: [CH3:17][C:18](=[O:19])[OH:20].[CH3:21][OH:22].[CH3:23][CH2:24][O:25][CH2:26][CH3:27].[F:3][c:4]1[c:5]([CH:6]=[O:7])[cH:8][c:9]([F:12])[cH:10][cH:11]1.[N+:13](=[O:14])([O-:15])[CH3:16].[Na+:2].[OH-:1]>>[F:3][c:4]1[c:5]([CH:6]([OH:7])[CH2:16][N+:13](=[O:14])[O-:15])[cH:8][c:9]([F:12])[cH:10][cH:11]1. Starting materials: [Al+3], CCCCN(C)C(=O)c1cccc(NC(=O)c2ccc(Cl)cc2OC)c1, [Cl-], [Cl-], [Cl-], ClCCl. Yields the product CCCCN(C)C(=O)c1cccc(NC(=O)c2ccc(Cl)cc2O)c1. Reaction SMILES: [Al+3:2].[CH2:5]([CH2:6][CH2:7][CH3:8])[N:9]([C:10]([c:11]1[cH:12][c:13]([NH:17][C:18]([c:19]2[c:20]([O:26][CH3:27])[cH:21][c:22]([Cl:25])[cH:23][cH:24]2)=[O:28])[cH:14][cH:15][cH:16]1)=[O:29])[CH3:30].[Cl-:1].[Cl-:3].[Cl-:4].[Cl:31][CH2:32][Cl:33]>>[CH2:5]([CH2:6][CH2:7][CH3:8])[N:9]([C:10]([c:11]1[cH:12][c:13]([NH:17][C:18]([c:19]2[c:20]([OH:26])[cH:21][c:22]([Cl:25])[cH:23][cH:24]2)=[O:28])[cH:14][cH:15][cH:16]1)=[O:29])[CH3:30]. Reactants: [Al+3], CC#N, [Cl-], [Cl-], [Cl-], COCCCCC(O)(c1cccc(Cl)c1)C1CCCN(C(=O)NC(CC2CCCCC2)CN(C)C(=O)OCC[Si](C)(C)C)C1, ClCCl, [K+], [K+], O=C([O-])[O-], O. The product is CN(CC(CC1CCCCC1)NC(=O)N1CCCC(C(O)(CCCCO)c2cccc(Cl)c2)C1)C(=O)OCC[Si](C)(C)C. Reaction SMILES: [Al+3:49].[CH3:45][C:46]#[N:47].[Cl-:48].[Cl-:50].[Cl-:51].[Cl:1][c:2]1[cH:3][c:4]([C:8]([CH2:9][CH2:10][CH2:11][CH2:12][O:13][CH3:14])([OH:15])[CH:16]2[CH2:17][N:18]([C:22](=[O:23])[NH:24][CH:25]([CH2:26][N:27]([C:28](=[O:29])[O:30][CH2:31][CH2:32][Si:33]([CH3:34])([CH3:35])[CH3:36])[CH3:37])[CH2:38][CH:39]3[CH2:40][CH2:41][CH2:42][CH2:43][CH2:44]3)[CH2:19][CH2:20][CH2:21]2)[cH:5][cH:6][cH:7]1.[Cl:58][CH2:59][Cl:60].[K+:52].[K+:53].[O-:54][C:55]([O-:56])=[O:57].[OH2:61]>>[Cl:1][c:2]1[cH:3][c:4]([C:8]([CH2:9][CH2:10][CH2:11][CH2:12][OH:13])([OH:15])[CH:16]2[CH2:17][N:18]([C:22](=[O:23])[NH:24][CH:25]([CH2:26][N:27]([C:28](=[O:29])[O:30][CH2:31][CH2:32][Si:33]([CH3:34])([CH3:35])[CH3:36])[CH3:37])[CH2:38][CH:39]3[CH2:40][CH2:41][CH2:42][CH2:43][CH2:44]3)[CH2:19][CH2:20][CH2:21]2)[cH:5][cH:6][cH:7]1.